From a dataset of the Open Reaction Database (ORD), a public repository of structured organic reaction records. describe an organic reaction: reactants, conditions, products, and yield Reactants: [Br-], BrCCCBr, CCCC[N+](CCCC)(CCCC)CCCC, [Cl-], ClCCl, [NH4+], [Na+], [OH-], O=S(=O)(CS(=O)(=O)c1ccccc1)c1ccccc1. Yields the product O=S(=O)(c1ccccc1)C1(S(=O)(=O)c2ccccc2)CCC1. RXN SMILES: [Br-:29].[Br:20][CH2:21][CH2:22][CH2:23][Br:24].[CH2:30]([N+:31]([CH2:32][CH2:33][CH2:34][CH3:35])([CH2:36][CH2:37][CH2:38][CH3:39])[CH2:40][CH2:41][CH2:42][CH3:43])[CH2:44][CH2:45][CH3:46].[Cl-:27].[Cl:47][CH2:48][Cl:49].[NH4+:28].[Na+:26].[OH-:25].[c:1]1([S:7](=[O:8])(=[O:9])[CH2:10][S:11](=[O:12])(=[O:13])[c:14]2[cH:15][cH:16][cH:17][cH:18][cH:19]2)[cH:2][cH:3][cH:4][cH:5][cH:6]1>>[c:1]1([S:7](=[O:8])(=[O:9])[C:10]2([S:11](=[O:12])(=[O:13])[c:14]3[cH:15][cH:16][cH:17][cH:18][cH:19]3)[CH2:21][CH2:22][CH2:23]2)[cH:2][cH:3][cH:4][cH:5][cH:6]1. Starting materials: Brc1ccc2oc(CN3CCCC3)nc2c1, C1COCCO1, CNCCNC, [Cu]I, [I-], N, [Na+], O. Product: Ic1ccc2oc(CN3CCCC3)nc2c1. As a reaction SMILES: [Br:1][c:2]1[cH:3][cH:4][c:5]2[c:6]([n:7][c:8]([CH2:10][N:11]3[CH2:12][CH2:13][CH2:14][CH2:15]3)[o:9]2)[cH:16]1.[CH2:29]1[O:30][CH2:31][CH2:32][O:33][CH2:34]1.[CH3:19][NH:20][CH2:21][CH2:22][NH:23][CH3:24].[Cu:27][I:28].[I-:17].[NH3:25].[Na+:18].[OH2:26]>>[c:2]1([I:17])[cH:3][cH:4][c:5]2[c:6]([n:7][c:8]([CH2:10][N:11]3[CH2:12][CH2:13][CH2:14][CH2:15]3)[o:9]2)[cH:16]1. Reactants: CC1=CC=C(C(=N1)N1CCC(CC1)=CC#C)[N+](=O)[O-] (6-Methyl-3-Nitro-2-(4-prop-2-ynylidenepiperidin-1-yl)pyridine), O.[F-].C(CCC)[N+](CCCC)(CCCC)CCCC (tetrabutylammonium fluoride monohydrate), C[Si](C#CC=C1CCNCC1)(C)C (4-(3-Trimethylsilylprop-2-ynylidene)piperidine), BrC=1C=C(C=CC1)C1=NC(=NO1)C (5-(3-bromophenyl)-3-methyl-1,2,4-oxadiazole). The product is CC1=CC=C(C(=N1)N1CCC(CC1)=CC#CC1=CC(=CC=C1)C1=NC(=NO1)C)[N+](=O)[O-] (6-Methyl-[4-{3-[3-(3-methyl-1,2,4-oxadiazol-5-yl)phenyl]prop-2-ynylidene}piperidin-1-yl]-3-nitropyridine). Isolated yield 61.0%. As a reaction SMILES: [CH3:1][C:2]1[N:7]=[C:6]([N:8]2[CH2:13][CH2:12][C:11](=[CH:14][C:15]#[CH:16])[CH2:10][CH2:9]2)[C:5]([N+:17]([O-:19])=[O:18])=[CH:4][CH:3]=1.C[Si](C)(C)C#CC=C1CCNCC1.Br[C:34]1[CH:35]=[C:36]([C:40]2[O:44][N:43]=[C:42]([CH3:45])[N:41]=2)[CH:37]=[CH:38][CH:39]=1.O.[F-].C([N+](CCCC)(CCCC)CCCC)CCC>>[CH3:1][C:2]1[N:7]=[C:6]([N:8]2[CH2:13][CH2:12][C:11](=[CH:14][C:15]#[C:16][C:38]3[CH:39]=[CH:34][CH:35]=[C:36]([C:40]4[O:44][N:43]=[C:42]([CH3:45])[N:41]=4)[CH:37]=3)[CH2:10][CH2:9]2)[C:5]([N+:17]([O-:19])=[O:18])=[CH:4][CH:3]=1 |f:3.4.5|. Procedure: The title Compound was prepared from Compound 274c following the procedure described for the compound of Example 274 using 5-(3-bromophenyl)-3-methyl-1,2,4-oxadiazole instead of 1-bromo-3,5-difluorobenzene and adding 1 molar equivalent of tetrabutylammonium fluoride monohydrate to the starting reaction mixture. After the work-up, the residue was purified by automated flash liquid chromatography (SP1™-Biotage) eluting with PE-EtOAc gradient from 9:1 to 7:3 affording the title product. Yellow oil.... The reactants are CC[C@@]1(C2=C(COC1=O)C(=O)N3CC=4C=C5C(=CC=CC5=NC4C3=C2)CC[Si](C)(C)C)O (Karenitecin), NC1=C(C=CC=C1)C(CC[Si](C)(C)C)=O (1-(2-Amino-phenyl)-3-trimethylsilanyl-propan-1-one), ( 4 ), C1(=CC=C(C=C1)S(=O)(=O)O)C (p-toluenesulfonic acid). Run in C(C)(=O)O (acetic acid), C1(=CC=CC=C1)C (toluene). Reaction conditions: temperature 100 celsius, time 20 hour. The product is CC[C@@]1(C2=C(COC1=O)C(=O)N3CC4=C(C5=CC=CC=C5N=C4C3=C2)CC[Si](C)(C)C)O (BNP1350). The yield is 98.0%. As a reaction SMILES: [NH2:1][C:2]1[CH:7]=[CH:6][CH:5]=[CH:4][C:3]=1[C:8](=O)[CH2:9][CH2:10][Si:11]([CH3:14])([CH3:13])[CH3:12].C1(C)C=CC(S(O)(=O)=O)=CC=1.[CH3:27][CH2:28][C@@:29]1([OH:58])[C:34](=[O:35])[O:33][CH2:32][C:31]2[C:36]([N:38]3[C:50](=[CH:51][C:30]1=2)[C:49]1N=C2C(C(CC[Si](C)(C)C)=CC=C2)=C[C:40]=1[CH2:39]3)=[O:37]>C(O)(=O)C.C1(C)C=CC=CC=1>[CH3:27][CH2:28][C@@:29]1([OH:58])[C:34](=[O:35])[O:33][CH2:32][C:31]2[C:36]([N:38]3[C:50](=[CH:51][C:30]1=2)[C:49]1[C:40](=[C:8]([CH2:9][CH2:10][Si:11]([CH3:14])([CH3:13])[CH3:12])[C:3]2[C:2]([N:1]=1)=[CH:7][CH:6]=[CH:5][CH:4]=2)[CH2:39]3)=[O:37]. Reported procedure: To a solution of 1-(2-amino-phenyl)-3-trimethylsilanyl-propan-1-one (3) (34 mg) and CDE ring moiety (4) (24 mg) in acetic acid (0.5 mL) and toluene (1 mL) was added p-toluenesulfonic acid (1 mg). The reaction solution was stirred for 20 hours at 100° C. After cooling to room temperature, the reaction solution was concentrated under reduced pressure and the residue was washed with hexane (10 mL), water (10 mL), and a mixture of acetone (5 mL) and hexane (5 mL). The yellow solid was evaporated to ... Reactants: ClC=1C=CC=C2C(NC(N(C12)CC1=CC(=CC=C1)C(=O)O)=O)=O (8-chloro-1-(3-carboxybenzyl)quinazoline-2,4(1H,3H)-dione), ClC=1C=CC=C2C(NC(N(C12)CC1=CC(=CC=C1)C(=O)OC)=O)=O (8-chloro-1-(3-methoxycarbonylbenzyl)quinazoline-2,4(1H,3H)-dione), [OH-].[Na+] (NaOH), C(=O)(O)C=1C=C(CN2C(NC(C3=CC=CC=C23)=O)=O)C=CC1 (1-(3-Carboxybenzyl)quinazoline-2,4(1H,3H)-dione), N1(CCNCC1)C1=NC=CC=N1 (2-(piperazin-1-yl)pyrimidine), compound. Product: ClC=1C=CC=C2C(NC(N(C12)CC1=CC(=CC=C1)C(=O)N1CCN(CC1)C1=NC=CC=N1)=O)=O (8-Chloro-1-(3-(4-(pyrimidin-2-yl)piperazine-1-carbonyl)benzyl)quinazoline-2,4(1H,3H)-dione). Reaction SMILES: [Cl:1][C:2]1[CH:3]=[CH:4][CH:5]=[C:6]2[C:11]=1[N:10]([CH2:12][C:13]1[CH:18]=[CH:17][CH:16]=[C:15]([C:19](O)=[O:20])[CH:14]=1)[C:9](=[O:22])[NH:8][C:7]2=[O:23].ClC1C=CC=C2C=1N(CC1C=CC=C(C(OC)=O)C=1)C(=O)NC2=O.[OH-].[Na+].C(C1C=C(C=CC=1)CN1C2C(=CC=CC=2)C(=O)NC1=O)(O)=O.[N:72]1([C:78]2[N:83]=[CH:82][CH:81]=[CH:80][N:79]=2)[CH2:77][CH2:76][NH:75][CH2:74][CH2:73]1>>[Cl:1][C:2]1[CH:3]=[CH:4][CH:5]=[C:6]2[C:11]=1[N:10]([CH2:12][C:13]1[CH:18]=[CH:17][CH:16]=[C:15]([C:19]([N:75]3[CH2:76][CH2:77][N:72]([C:78]4[N:79]=[CH:80][CH:81]=[CH:82][N:83]=4)[CH2:73][CH2:74]3)=[O:20])[CH:14]=1)[C:9](=[O:22])[NH:8][C:7]2=[O:23] |f:2.3|. Reported procedure: The compound was prepared from 8-chloro-1-(3-carboxybenzyl)quinazoline-2,4(1H,3H)-dione (prepared from 8-chloro-1-(3-methoxycarbonylbenzyl)quinazoline-2,4(1H,3H)-dione and NaOH using a procedure similar to those of compound of Examples 2), and 2-(piperazin-1-yl)pyrimidine using a procedure similar to those described for the synthesis of compound of Example 3. 1H NMR (DMSO-d6): 11.94 (s, 1H), 8.38 (d, J=4.8 Hz, 2H), 8.05 (d, J=6.6 Hz, 1H), 7.77 (d, J=6.6 Hz, 1H), 7.50-7.20 (m, 5H), 6.66 (t, J=4.8... The reactants are CI (Methyl iodide), [H-].[Na+] (Sodium hydride), CC1=NN=C(O1)C1=CC=C(OC=2C=C(C(=O)OC)C=C(C2)O[C@@H]2C(NCC2)=O)C=C1 ((S)-(−)-methyl 3-(4-(5-methyl-1,3,4-oxadiazol-2-yl)phenoxy)-5-((2-oxopyrrolidin-3-yl)oxy)benzoate), CC1=NN=C(O1)C1=CC=C(OC=2C=C(C(=O)OC)C=C(C2)O[C@@H]2C(NCC2)=O)C=C1 ((S)-(−)-methyl 3-(4-(5-methyl-1,3,4-oxadiazol-2-yl)phenoxy)-5-((2-oxopyrrolidin-3-yl)oxy)benzoate). Run in CN(C)C=O (DMF). Conditions: time 15 minute. Product: CC1=NN=C(O1)C1=CC=C(OC=2C=C(C(=O)OC)C=C(C2)O[C@@H]2C(N(CC2)C)=O)C=C1 ((S)-(−)-Methyl 3-[4-(5-methyl-1,3,4-oxadiazol-2-yl)phenoxy]-5-[(1-methyl-2-oxo-pyrrolidin-3-yl)oxy]benzoate). Reaction SMILES: [H-].[Na+].[CH3:3][C:4]1[O:8][C:7]([C:9]2[CH:32]=[CH:31][C:12]([O:13][C:14]3[CH:15]=[C:16]([CH:21]=[C:22]([O:24][C@H:25]4[CH2:29][CH2:28][NH:27][C:26]4=[O:30])[CH:23]=3)[C:17]([O:19][CH3:20])=[O:18])=[CH:11][CH:10]=2)=[N:6][N:5]=1.[CH3:33]I>CN(C=O)C>[CH3:3][C:4]1[O:8][C:7]([C:9]2[CH:10]=[CH:11][C:12]([O:13][C:14]3[CH:15]=[C:16]([CH:21]=[C:22]([O:24][C@H:25]4[CH2:29][CH2:28][N:27]([CH3:33])[C:26]4=[O:30])[CH:23]=3)[C:17]([O:19][CH3:20])=[O:18])=[CH:31][CH:32]=2)=[N:6][N:5]=1 |f:0.1|. Procedure details: Sodium hydride suspension (0.71 g, 50%) was added to a stirring solution of (S)-(−)-methyl 3-(4-(5-methyl-1,3,4-oxadiazol-2-yl)phenoxy)-5-((2-oxopyrrolidin-3-yl)oxy)benzoate (5.5 g) (Intermediate 15) in dry DMF taken in a round bottomed flask fitted with anhydrous CaCl2 guard tube at room temperature. The reaction mixture was stirred at the same temperature for 15 min. Methyl iodide (0.91 mL) was added and stirred till the reaction completion. The reaction mixture was quenched with ice-water, ex... The reactants are CC1=CC=C(C=C1)S(=O)(=O)O.CC1=CC=C(C=C1)S(=O)(=O)O.ClC1=C(C=C(C=C1)S(=O)(=O)CCCN1CCOCC1)S(=O)(=O)CCCN1CCOCC1 (4,4'-((4-chloro-1,3-phenylene)bis(sulfonyl-3,1-propanediyl))bismorpholine bis(4-methylbenzenesulfonate)), Cl.N1(CCOCC1)CCCSC(N)=N (S-(3-(4-morpholinyl)propyl)isothiourea hydrochloride), [OH-].[Na+] (sodium hydroxide). The solvent is O (water). Reaction conditions: time 3.5 hour. Yields the product N1(CCOCC1)CCCSC1=C(C=C(C=C1)S(=O)(=O)CCCN1CCOCC1)S(=O)(=O)CCCN1CCOCC1 (4,4'-((4-((3-(4-morpholinyl)propyl)thio)-1,3-phenylene)bis(sulfonyl-3,1-propanediyl))bismorpholine). As a reaction SMILES: CC1C=CC(S(O)(=O)=O)=CC=1.CC1C=CC(S(O)(=O)=O)=CC=1.Cl[C:24]1[CH:29]=[CH:28][C:27]([S:30]([CH2:33][CH2:34][CH2:35][N:36]2[CH2:41][CH2:40][O:39][CH2:38][CH2:37]2)(=[O:32])=[O:31])=[CH:26][C:25]=1[S:42]([CH2:45][CH2:46][CH2:47][N:48]1[CH2:53][CH2:52][O:51][CH2:50][CH2:49]1)(=[O:44])=[O:43].Cl.[N:55]1([CH2:61][CH2:62][CH2:63][S:64]C(=N)N)[CH2:60][CH2:59][O:58][CH2:57][CH2:56]1.[OH-].[Na+]>O>[N:55]1([CH2:61][CH2:62][CH2:63][S:64][C:24]2[CH:29]=[CH:28][C:27]([S:30]([CH2:33][CH2:34][CH2:35][N:36]3[CH2:41][CH2:40][O:39][CH2:38][CH2:37]3)(=[O:32])=[O:31])=[CH:26][C:25]=2[S:42]([CH2:45][CH2:46][CH2:47][N:48]2[CH2:53][CH2:52][O:51][CH2:50][CH2:49]2)(=[O:44])=[O:43])[CH2:60][CH2:59][O:58][CH2:57][CH2:56]1 |f:0.1.2,3.4,5.6|. Reported procedure: A solution of 5.0 g (0.0060 mole) of 4,4'-((4-chloro-1,3-phenylene)bis(sulfonyl-3,1-propanediyl))bismorpholine bis(4-methylbenzenesulfonate), 1.4 g (0.0060 mole) of S-(3-(4-morpholinyl)propyl)isothiourea hydrochloride and 0.8 g (0.02 mole) of sodium hydroxide in 80 ml of water was heated under reflux with stirring for 3.5 hours, cooled and extracted with methylene chloride. The extract was dried over anhydrous sodium sulfate, and the solvent was removed by evaporation, leaving the product as 4,4...